Dataset: the Open Reaction Database (ORD), a public repository of structured organic reaction records. Task: describe an organic reaction: reactants, conditions, products, and yield Reactants: O=C([O-])[O-], COc1ccccc1N1CCNCC1, Cl, [K+], [K+], C=CC(N)=O, O. The product is COc1ccccc1N1CCN(CCC(N)=O)CC1. RXN SMILES: [C:21](=[O:22])([O-:23])[O-:24].[CH3:2][O:3][c:4]1[c:5]([N:10]2[CH2:11][CH2:12][NH:13][CH2:14][CH2:15]2)[cH:6][cH:7][cH:8][cH:9]1.[ClH:1].[K+:25].[K+:26].[NH2:16][C:17](=[O:18])[CH:19]=[CH2:20].[OH2:27]>>[CH3:2][O:3][c:4]1[c:5]([N:10]2[CH2:11][CH2:12][N:13]([CH2:20][CH2:19][C:17]([NH2:16])=[O:18])[CH2:14][CH2:15]2)[cH:6][cH:7][cH:8][cH:9]1. Reactants: O=C([O-])[O-], CC(C)(C)OC(=O)NN, [Cs+], [Cs+], [Cu]I, Ic1ccc(-c2ccccc2)cc1, C1COCCO1, c1cnc2c(c1)ccc1cccnc12. The product is CC(C)(C)OC(=O)N(N)c1ccc(-c2ccccc2)cc1. Reaction SMILES: [C:28](=[O:29])([O-:30])[O-:31].[C:34]([NH:35][NH2:36])(=[O:37])[O:38][C:39]([CH3:40])([CH3:41])[CH3:42].[Cs+:32].[Cs+:33].[Cu:43][I:44].[I:15][c:16]1[cH:17][cH:18][c:19](-[c:22]2[cH:23][cH:24][cH:25][cH:26][cH:27]2)[cH:20][cH:21]1.[O:45]1[CH2:46][CH2:47][O:48][CH2:49][CH2:50]1.[cH:1]1[cH:2][c:3]2[cH:4][cH:5][c:6]3[c:7]([c:8]2[n:9][cH:10]1)[n:11][cH:12][cH:13][cH:14]3>>[c:16]1([N:35]([C:34](=[O:37])[O:38][C:39]([CH3:40])([CH3:41])[CH3:42])[NH2:36])[cH:17][cH:18][c:19](-[c:22]2[cH:23][cH:24][cH:25][cH:26][cH:27]2)[cH:20][cH:21]1. Starting materials: NC=1C=C(OC=2C=CC=3N(C2)C=C(N3)NC(=O)C3CC3)C=CC1 (N-[6-(3-Aminophenoxy)imidazo[1,2-a]pyridin-2-yl]cyclopropanecarboxamide), CC=1C(=NC=CC1)C(=O)O (3-methylpyridine-2-carboxylic acid), C(C(=O)Cl)(=O)Cl (oxalyl chloride). Reagents/catalysts: CN(C=O)C (N,N-dimethylformamide). The solvent is O (water), O1CCCC1 (tetrahydrofuran). Conditions: time 1 hour. The product is C1(CC1)C(=O)NC=1N=C2N(C=C(C=C2)OC=2C=C(C=CC2)NC(=O)C2=NC=CC=C2C)C1 (N-[3-({2-[(cyclopropylcarbonyl)amino]imidazo[1,2-a]pyridin-6-yl}oxy)phenyl]-3-methylpyridine-2-carboxamide). Isolated yield 69.6%. RXN SMILES: [CH3:1][C:2]1[C:3]([C:8]([OH:10])=O)=[N:4][CH:5]=[CH:6][CH:7]=1.C(Cl)(=O)C(Cl)=O.[NH2:17][C:18]1[CH:19]=[C:20]([CH:37]=[CH:38][CH:39]=1)[O:21][C:22]1[CH:23]=[CH:24][C:25]2[N:26]([CH:28]=[C:29]([NH:31][C:32]([CH:34]3[CH2:36][CH2:35]3)=[O:33])[N:30]=2)[CH:27]=1>O1CCCC1.CN(C)C=O.O>[CH:34]1([C:32]([NH:31][C:29]2[N:30]=[C:25]3[CH:24]=[CH:23][C:22]([O:21][C:20]4[CH:19]=[C:18]([NH:17][C:8]([C:3]5[C:2]([CH3:1])=[CH:7][CH:6]=[CH:5][N:4]=5)=[O:10])[CH:39]=[CH:38][CH:37]=4)=[CH:27][N:26]3[CH:28]=2)=[O:33])[CH2:35][CH2:36]1. Procedure: To a solution of 3-methylpyridine-2-carboxylic acid (53.5 mg, 0.390 mmol) in tetrahydrofuran (3 mL) were added oxalyl chloride (68.0 μL, 0.780 mmol) and N,N-dimethylformamide (1 drop), and the mixture was stirred at room temperature for 1 hr. The reaction mixture was concentrated under reduced pressure, the residue was dissolved in N,N-dimethylacetamide (3 mL). N-[6-(3-Aminophenoxy)imidazo[1,2-a]pyridin-2-yl]cyclopropanecarboxamide (60.0 mg, 0.195 mmol) was added with stirring under ice-cooling,... Reactants: C(C)(C)(C)ON=C(C)C=1N=CC(=NC1)NC(C(C)(C)C)=O (N-[5-(1-tert-butoxyimino-ethyl)-pyrazin-2-yl]-2,2-dimethyl-propionamide). Solvent: O1CCOCC1 (dioxane), O.NN (hydrazine monohydrate), C(C)(=O)OCC (ethyl acetate). Run at temperature 25 celsius. Product: ethyl acetate hexanes, C(C)(C)(C)ON=C(C)C1=NC=C(N=C1)N (1-(5-amino-pyrazin-2-yl)-ethanone O-tert-butyl-oxime). Isolated yield 101606.6%. RXN SMILES: [C:1]([O:5][N:6]=[C:7]([C:9]1[N:10]=[CH:11][C:12]([NH:15]C(=O)C(C)(C)C)=[N:13][CH:14]=1)[CH3:8])([CH3:4])([CH3:3])[CH3:2]>O1CCOCC1.O.NN.C(OCC)(=O)C>[C:1]([O:5][N:6]=[C:7]([C:9]1[CH:14]=[N:13][C:12]([NH2:15])=[CH:11][N:10]=1)[CH3:8])([CH3:2])([CH3:3])[CH3:4] |f:2.3|. Procedure details: A solution of N-[5-(1-tert-butoxyimino-ethyl)-pyrazin-2-yl]-2,2-dimethyl-propionamide (563.4 mg, 1.93 mmol) in dioxane (5.8 mL) and hydrazine monohydrate (9.6 mL) was heated under reflux for 48 h. The reaction mixture was allowed to cool to 25° C. and then was diluted with ethyl acetate (100 mL). The organic layer was washed with a saturated aqueous sodium chloride solution (1×100 mL), dried over sodium sulfate, filtered, and concentrated in vacuo. Biotage chromatography (FLASH 40L, Silica, 3/7 ... Starting materials: CO, COC(=O)c1ccc(CCC#N)nc1N. Product: N#CCCc1ccc(C(=O)O)c(N)n1. RXN SMILES: [CH3:16][OH:17].[CH3:1][O:2][C:3]([c:4]1[c:5]([NH2:14])[n:6][c:7]([CH2:10][CH2:11][C:12]#[N:13])[cH:8][cH:9]1)=[O:15]>>[O:2]=[C:3]([c:4]1[c:5]([NH2:14])[n:6][c:7]([CH2:10][CH2:11][C:12]#[N:13])[cH:8][cH:9]1)[OH:15].